From a dataset of the Open Reaction Database (ORD), a public repository of structured organic reaction records. describe an organic reaction: reactants, conditions, products, and yield Reactants: 3A, C(C=C)O (allyl alcohol), resultant mixture, Pd(OC6H5)3, CC1(OC(CC(O1)=O)=O)C (2,2-dimethyl-1,3-dioxane-4,6-dione), C1(=CC=CC=C1)C (toluene). The product is C(C=C)C1(C(=O)OC(C)(C)OC1=O)CC=C (isopropylidene diallylmalonate). As a reaction SMILES: [CH3:1][C:2]1([CH3:10])[O:7][C:6](=[O:8])C[C:4](=[O:9])[O:3]1.C(O)C=C.[C:15]1([CH3:21])[CH:20]=[CH:19][CH:18]=[CH:17][CH:16]=1>>[CH2:20]([C:19]1([CH2:18][CH:17]=[CH2:16])[C:6](=[O:8])[O:7][C:2]([CH3:10])([CH3:1])[O:3][C:4]1=[O:9])[CH:15]=[CH2:21]. Procedure details: There were supplied to a 50 mL-round bottom flask 7.69 g of MOLECULAR SIEVES 3A, 35 mL of toluene, 49.7 mg of the above-produced Pd(OC6H5)3, 5.04 g of 2,2-dimethyl-1,3-dioxane-4,6-dione, and 4.9 ml of allyl alcohol, and the resultant mixture was stirred for 2 hours at 80° C. in an atmosphere of a nitrogen gas. The reaction mixture was filtered, and toluene contained in the filtrate was distilled away. The resultant residue was purified according to a column chromatography having a stationary pha... Reactants: C1CCOC1, CC(C)C(=O)CCc1ccc([N+](=O)[O-])cc1, [H][H]. Yields the product CC(C)C(=O)CCc1ccc(N)cc1. Reaction SMILES: [CH2:19]1[O:20][CH2:21][CH2:22][CH2:23]1.[CH3:1][CH:2]([CH3:3])[C:4]([CH2:5][CH2:6][c:7]1[cH:8][cH:9][c:10]([N+:13]([O-:14])=[O:15])[cH:11][cH:12]1)=[O:16].[H:17][H:18]>>[CH3:1][CH:2]([CH3:3])[C:4]([CH2:5][CH2:6][c:7]1[cH:8][cH:9][c:10]([NH2:13])[cH:11][cH:12]1)=[O:16]. Starting materials: C(#N)C=1C=C(OC2=C(C(=O)O)C=CC=N2)C=CC1 (2-(3-cyano-phenoxy)-nicotinic acid), COC(COC1=CC(=C(C=C1)CN)F)=O ((4-aminomethyl-3-fluoro-phenoxy)-acetic acid methyl ester), C(C)(C)(C)OC(C(C)OC1=CC(=C(C=C1)CN)F)=O ((+)-2-(4-aminomethyl-3-fluoro-phenoxy)-propionic acid tert-butyl ester), O1COC2=C1C=CC(=C2)OC2=C(C(=O)O)C=CC=N2 (2-(benzo-[1,3]-dioxol-5-yloxy)-nicotinic acid). The product is C(C)(C)(C)OC(C(C)OC1=CC(=C(C=C1)CNC(=O)C=1C(=NC=CC1)OC1=CC(=CC=C1)C#N)F)=O ((±)-2-[3-Fluoro-4-({[2-(3-cyano-phenoxy)-pyridine-3-carbonyl]-amino}-methyl)-phenoxy]-propionic acid tert-butyl ester). RXN SMILES: [C:1]([C:3]1[CH:4]=[C:5]([CH:16]=[CH:17][CH:18]=1)[O:6][C:7]1[N:15]=[CH:14][CH:13]=[CH:12][C:8]=1[C:9]([OH:11])=O)#[N:2].[C:19]([O:23][C:24](=[O:37])[CH:25]([O:27][C:28]1[CH:33]=[CH:32][C:31]([CH2:34][NH2:35])=[C:30]([F:36])[CH:29]=1)[CH3:26])([CH3:22])([CH3:21])[CH3:20].O1C2C=CC(OC3N=CC=CC=3C(O)=O)=CC=2OC1.COC(=O)COC1C=CC(CN)=C(F)C=1>>[C:19]([O:23][C:24](=[O:37])[CH:25]([O:27][C:28]1[CH:33]=[CH:32][C:31]([CH2:34][NH:35][C:9]([C:8]2[C:7]([O:6][C:5]3[CH:16]=[CH:17][CH:18]=[C:3]([C:1]#[N:2])[CH:4]=3)=[N:15][CH:14]=[CH:13][CH:12]=2)=[O:11])=[C:30]([F:36])[CH:29]=1)[CH3:26])([CH3:20])([CH3:21])[CH3:22]. Procedure: The compound of Formula (5.0.25) was prepared in a manner analogous to that described in Preparation 20, substituting 2-(3-cyano-phenoxy)-nicotinic acid and (+)-2-(4-aminomethyl-3-fluoro-phenoxy)-propionic acid tert-butyl ester for the corresponding 2-(benzo-[1,3]-dioxol-5-yloxy)-nicotinic acid and (4-aminomethyl-3-fluoro-phenoxy)-acetic acid methyl ester materials, respectively. Reactants: COC1=NC(C(C)C)C(OC)=NC1, Fc1cc(F)c(CBr)cc1F. Product: COC1=NC(C(C)C)C(OC)=NC1Cc1cc(F)c(F)cc1F. RXN SMILES: [CH3:1][O:2][C:3]1=[N:8][CH2:7][C:6]([O:9][CH3:10])=[N:5][CH:4]1[CH:11]([CH3:12])[CH3:13].[F:14][c:15]1[c:16]([CH2:17][Br:18])[cH:19][c:20]([F:24])[c:21]([F:23])[cH:22]1>>[CH3:1][O:2][C:3]1=[N:8][CH:7]([CH2:17][c:16]2[c:15]([F:14])[cH:22][c:21]([F:23])[c:20]([F:24])[cH:19]2)[C:6]([O:9][CH3:10])=[N:5][CH:4]1[CH:11]([CH3:12])[CH3:13]. The reactants are [Si](C)(C)(C(C)(C)C)OCC1=CC2=C(C=N1)N(C=N2)C2=CC(=C(S2)C(=O)N)OC(C)C2=C(C=CC=C2)Cl (5-[6-({[tert-butyl(dimethyl)silyl]oxy}methyl)-3H-imidazo[4,5-c]pyridin-3-yl]-3-[-1-(2-chlorophenyl)ethoxy]thiophene-2-carboxamide), [F-].C(CCC)[N+](CCCC)(CCCC)CCCC (tetra-n-butylammonium fluoride). Run in C1CCOC1 (THF). Reaction conditions: temperature 0 celsius, time 1 hour. Product: ClC1=C(C=CC=C1)C(C)OC1=C(SC(=C1)N1C=NC2=C1C=NC(=C2)CO)C(=O)N (3-[-1-(2-chlorophenyl)ethoxy]-5-[6-(hydroxymethyl)-3H-imidazo[4,5-c]pyridin-3-yl]thiophene-2-carboxamide). Reaction SMILES: [Si]([O:8][CH2:9][C:10]1[N:15]=[CH:14][C:13]2[N:16]([C:19]3[S:23][C:22]([C:24]([NH2:26])=[O:25])=[C:21]([O:27][CH:28]([C:30]4[CH:35]=[CH:34][CH:33]=[CH:32][C:31]=4[Cl:36])[CH3:29])[CH:20]=3)[CH:17]=[N:18][C:12]=2[CH:11]=1)(C(C)(C)C)(C)C.[F-].C([N+](CCCC)(CCCC)CCCC)CCC>C1COCC1>[Cl:36][C:31]1[CH:32]=[CH:33][CH:34]=[CH:35][C:30]=1[CH:28]([O:27][C:21]1[CH:20]=[C:19]([N:16]2[C:13]3[CH:14]=[N:15][C:10]([CH2:9][OH:8])=[CH:11][C:12]=3[N:18]=[CH:17]2)[S:23][C:22]=1[C:24]([NH2:26])=[O:25])[CH3:29] |f:1.2|. Reported procedure: A mixture of 8.19 g of 5-[6-({[tert-butyl(dimethyl)silyl]oxy}methyl)-3H-imidazo[4,5-c]pyridin-3-yl]-3-[-1-(2-chlorophenyl)ethoxy]thiophene-2-carboxamide in 550 ml THF is cooled to 0° C. At 0° C. 4.14 ml tetra-n-butylammonium fluoride (˜75% in H20) are added. The reaction mixture is allowed to warm to room temperature and stirred for one hour. Starting materials: FC(S(=O)(=O)OS(=O)(=O)C(F)(F)F)(F)F (Trifluoromethanesulfonic anhydride), CN([C@H]1CN(CC1)C1=C(C=C(C=C1)N1C(C2=CC=C(C=C2CC1)O)=O)F)C (2-[4-((R)-3-dimethylaminopyrrolidin-1-yl)-3-fluorophenyl]-6-hydroxy-3,4-dihydro-2H-isoquinolin-1-one), N1=CC=CC=C1 (pyridine). Run in ClCCl (dichloromethane). Conditions: time 30 minute. The product is CN([C@H]1CN(CC1)C1=C(C=C(C=C1)N1C(C2=CC=C(C=C2CC1)OS(=O)(=O)C(F)(F)F)=O)F)C (Trifluoromethanesulfonic acid 2-[4-((R)-3-dimethylaminopyrrolidin-1-yl)-3-fluorophenyl]-1-oxo-1,2,3,4-tetrahydroisoquinolin-6-yl ester). Reaction SMILES: FC(F)(F)S([O:6][S:7]([C:10]([F:13])([F:12])[F:11])(=[O:9])=[O:8])(=O)=O.[CH3:16][N:17]([CH3:42])[C@@H:18]1[CH2:22][CH2:21][N:20]([C:23]2[CH:28]=[CH:27][C:26]([N:29]3[CH2:38][CH2:37][C:36]4[C:31](=[CH:32][CH:33]=[C:34](O)[CH:35]=4)[C:30]3=[O:40])=[CH:25][C:24]=2[F:41])[CH2:19]1.N1C=CC=CC=1>ClCCl>[CH3:16][N:17]([CH3:42])[C@@H:18]1[CH2:22][CH2:21][N:20]([C:23]2[CH:28]=[CH:27][C:26]([N:29]3[CH2:38][CH2:37][C:36]4[C:31](=[CH:32][CH:33]=[C:34]([O:6][S:7]([C:10]([F:11])([F:12])[F:13])(=[O:8])=[O:9])[CH:35]=4)[C:30]3=[O:40])=[CH:25][C:24]=2[F:41])[CH2:19]1. Procedure: Trifluoromethanesulfonic anhydride (2.06 g) was added to a solution of 2-[4-((R)-3-dimethylaminopyrrolidin-1-yl)-3-fluorophenyl]-6-hydroxy-3,4-dihydro-2H-isoquinolin-1-one (1.5 g) and pyridine (0.64 g) in dichloromethane (40 mL) at 0° C. After 30 minutes, the mixture was partitioned between water and dichloromethane, and the organic phase was dried over magnesium sulfate and concentrated. The product with the molecular weight of 501.50 (C22H23F4N3O4S) was obtained in this way; MS (ESI): 502 (M+H... Reactants: ClC1=C2C=CC=NC2=C(C(=C1)C(C)=O)N1CCN(CC1)C(=O)C1=NC=CC=C1 (1-{5-chloro-8-[4-(pyridin-2-ylcarbonyl)piperazin-1-yl}quinolin-7-yl}ethanone), C(C)(=O)[O-].[NH4+] (ammonium acetate), C(#N)[BH3-].[Na+] (sodium cyanoborohydride), O1CCCC1 (tetrahydrofuran). Product: ClC1=C2C=CC=NC2=C(C(=C1)C(C)N)N1CCN(CC1)C(=O)C1=NC=CC=C1 (1-{5-Chloro-8-[4-(pyridin-2-ylcarbonyl)piperazin-1-yl]quinolin-7-yl}ethanamine). RXN SMILES: [Cl:1][C:2]1[CH:11]=[C:10]([C:12](=O)[CH3:13])[C:9]([N:15]2[CH2:20][CH2:19][N:18]([C:21]([C:23]3[CH:28]=[CH:27][CH:26]=[CH:25][N:24]=3)=[O:22])[CH2:17][CH2:16]2)=[C:8]2[C:3]=1[CH:4]=[CH:5][CH:6]=[N:7]2.C([O-])(=O)C.[NH4+].C([BH3-])#[N:35].[Na+].O1CCCC1>CO.C(#N)C>[Cl:1][C:2]1[CH:11]=[C:10]([CH:12]([NH2:35])[CH3:13])[C:9]([N:15]2[CH2:20][CH2:19][N:18]([C:21]([C:23]3[CH:28]=[CH:27][CH:26]=[CH:25][N:24]=3)=[O:22])[CH2:17][CH2:16]2)=[C:8]2[C:3]=1[CH:4]=[CH:5][CH:6]=[N:7]2 |f:1.2,3.4|. Run at temperature 65 celsius. Solvent: CO (methanol), C(C)#N (acetonitrile). Procedure: A mixture of 1-{5-chloro-8-[4-(pyridin-2-ylcarbonyl)piperazin-1-yl}quinolin-7-yl}ethanone (0.015 g, 0.038 mmol) and ammonium acetate (0.0293 g, 0.380 mmol) in methanol (0.2 mL) and acetonitrile (0.2 mL) was heated at 65° C. in a sealed tube for 1 hour. After cooling to room temperature, to the resulting mixture was added 1.0 M sodium cyanoborohydride in tetrahydrofuran (0.095 mL, 0.095 mmol). The reaction was heated at 65° C. overnight. The mixture was cooled to room temperature, quenched with s... Starting materials: C1CCNC1, CCN(C(C)C)C(C)C, O=C(Cl)c1ccc(CCl)cc1, ClCCl, Cl. Product: O=C(c1ccc(CCl)cc1)N1CCCC1. Reaction SMILES: [CH2:12]1[CH2:13][CH2:14][NH:15][CH2:16]1.[CH2:17]([N:18]([CH:19]([CH3:20])[CH3:21])[CH:22]([CH3:23])[CH3:24])[CH3:25].[Cl:1][CH2:2][c:3]1[cH:4][cH:5][c:6]([C:7](=[O:8])[Cl:9])[cH:10][cH:11]1.[Cl:26][CH2:27][Cl:28].[ClH:29]>>[Cl:1][CH2:2][c:3]1[cH:4][cH:5][c:6]([C:7](=[O:8])[N:15]2[CH2:14][CH2:13][CH2:12][CH2:16]2)[cH:10][cH:11]1.